This data is from the Open Reaction Database (ORD), a public repository of structured organic reaction records. The task is: describe an organic reaction: reactants, conditions, products, and yield Reactants: COc1ccccc1Oc1c(NS(=O)(=O)c2ccc(C(C)(C)C)cc2)nc(-c2ncccn2)nc1OCCCN, O=S(=O)(Cl)c1cccs1. Yields the product COc1ccccc1Oc1c(NS(=O)(=O)c2ccc(C(C)(C)C)cc2)nc(-c2ncccn2)nc1OCCCNS(=O)(=O)c1cccs1. As a reaction SMILES: [C:1]([CH3:2])([CH3:3])([CH3:4])[c:5]1[cH:6][cH:7][c:8]([S:11](=[O:12])(=[O:13])[NH:14][c:15]2[n:16][c:17](-[c:35]3[n:36][cH:37][cH:38][cH:39][n:40]3)[n:18][c:19]([O:30][CH2:31][CH2:32][CH2:33][NH2:34])[c:20]2[O:21][c:22]2[c:23]([O:28][CH3:29])[cH:24][cH:25][cH:26][cH:27]2)[cH:9][cH:10]1.[s:41]1[c:42]([S:46](=[O:47])(=[O:48])[Cl:49])[cH:43][cH:44][cH:45]1>>[C:1]([CH3:2])([CH3:3])([CH3:4])[c:5]1[cH:6][cH:7][c:8]([S:11](=[O:12])(=[O:13])[NH:14][c:15]2[n:16][c:17](-[c:35]3[n:36][cH:37][cH:38][cH:39][n:40]3)[n:18][c:19]([O:30][CH2:31][CH2:32][CH2:33][NH:34][S:46]([c:42]3[s:41][cH:45][cH:44][cH:43]3)(=[O:47])=[O:48])[c:20]2[O:21][c:22]2[c:23]([O:28][CH3:29])[cH:24][cH:25][cH:26][cH:27]2)[cH:9][cH:10]1.